Dataset: the Open Reaction Database (ORD), a public repository of structured organic reaction records. Task: describe an organic reaction: reactants, conditions, products, and yield Reactants: CC(=O)O[BH-](OC(C)=O)OC(C)=O, ClCCl, O=C(CNC(=O)c1cccc(C(F)(F)F)c1)NC1(CF)CCNC1, [Na+], O=C1CCC(O)(c2ccccc2)CC1. The product is O=C(CNC(=O)c1cccc(C(F)(F)F)c1)NC1(CF)CCN(C2CCC(O)(c3ccccc3)CC2)C1. Reaction SMILES: [C:39]([O:40][BH-:41]([O:42][C:43](=[O:44])[CH3:45])[O:46][C:47](=[O:48])[CH3:49])(=[O:50])[CH3:51].[CH2:53]([Cl:54])[Cl:55].[F:15][CH2:16][C:17]1([NH:22][C:23]([CH2:24][NH:25][C:26]([c:27]2[cH:28][c:29]([C:33]([F:34])([F:35])[F:36])[cH:30][cH:31][cH:32]2)=[O:37])=[O:38])[CH2:18][NH:19][CH2:20][CH2:21]1.[Na+:52].[OH:1][C:2]1([c:9]2[cH:10][cH:11][cH:12][cH:13][cH:14]2)[CH2:3][CH2:4][C:5](=[O:8])[CH2:6][CH2:7]1>>[OH:1][C:2]1([c:9]2[cH:10][cH:11][cH:12][cH:13][cH:14]2)[CH2:3][CH2:4][CH:5]([N:19]2[CH2:18][C:17]([CH2:16][F:15])([NH:22][C:23]([CH2:24][NH:25][C:26]([c:27]3[cH:28][c:29]([C:33]([F:34])([F:35])[F:36])[cH:30][cH:31][cH:32]3)=[O:37])=[O:38])[CH2:21][CH2:20]2)[CH2:6][CH2:7]1. Starting materials: CO, ClCCl, Cl, OCC1CN(c2nnc(-c3ccc(F)cc3)c3ccccc23)CCN1, O=C=Nc1ccc(F)cc1. Product: Cl, O=C(Nc1ccc(F)cc1)N1CCN(c2nnc(-c3ccc(F)cc3)c3ccccc23)CC1CO. Reaction SMILES: [CH3:40][OH:41].[Cl:37][CH2:38][Cl:39].[ClH:36].[F:1][c:2]1[cH:3][cH:4][c:5](-[c:8]2[n:9][n:10][c:11]([N:18]3[CH2:19][CH:20]([CH2:24][OH:25])[NH:21][CH2:22][CH2:23]3)[c:12]3[cH:13][cH:14][cH:15][cH:16][c:17]23)[cH:6][cH:7]1.[F:26][c:27]1[cH:28][cH:29][c:30]([N:33]=[C:34]=[O:35])[cH:31][cH:32]1>>[ClH:36].[F:1][c:2]1[cH:3][cH:4][c:5](-[c:8]2[n:9][n:10][c:11]([N:18]3[CH2:19][CH:20]([CH2:24][OH:25])[N:21]([C:34]([NH:33][c:30]4[cH:29][cH:28][c:27]([F:26])[cH:32][cH:31]4)=[O:35])[CH2:22][CH2:23]3)[c:12]3[cH:13][cH:14][cH:15][cH:16][c:17]23)[cH:6][cH:7]1. Reactants: NC1=NC(=CC(=N1)Cl)Cl (2-amino-4,6-dichloropyrimidine), Cl.BrC1=C(C=C2CCNCC2=C1)F (7-bromo-6-fluoro-1,2,3,4-tetrahydroisoquinoline hydrochloride), CN1CCN(CC1)C (1,4-dimethylpiperazine), C(C)(C)(C)O (tert-butyl alcohol), CN1CCNCC1 (1-methylpiperazine). Run at temperature 90 celsius. Product: BrC1=C(C=C2CCN(CC2=C1)C1=NC(=NC(=C1)N1CCN(CC1)C)N)F (4-(7-bromo-6-fluoro-3,4-dihydroisoquinolin-2(1H)-yl)-6-(4-methylpiperazin-1-yl)pyrimidin-2-amine). Isolated yield 56.2%. As a reaction SMILES: [NH2:1][C:2]1[N:7]=[C:6](Cl)[CH:5]=[C:4](Cl)[N:3]=1.Cl.[Br:11][C:12]1[CH:21]=[C:20]2[C:15]([CH2:16][CH2:17][NH:18][CH2:19]2)=[CH:14][C:13]=1[F:22].[CH3:23][N:24]1[CH2:29][CH2:28][N:27](C)[CH2:26][CH2:25]1.C(O)(C)(C)C.CN1CCNCC1>>[Br:11][C:12]1[CH:21]=[C:20]2[C:15]([CH2:16][CH2:17][N:18]([C:4]3[CH:5]=[C:6]([N:27]4[CH2:28][CH2:29][N:24]([CH3:23])[CH2:25][CH2:26]4)[N:7]=[C:2]([NH2:1])[N:3]=3)[CH2:19]2)=[CH:14][C:13]=1[F:22] |f:1.2|. Procedure: A mixture of 2-amino-4,6-dichloropyrimidine (0.149 g, 0.908 mmol), 7-bromo-6-fluoro-1,2,3,4-tetrahydroisoquinoline hydrochloride (0.242 g, 0.908 mmol) and, 1,4-dimethylpiperazine (487 uL, 3.63 mmol) in tert-butyl alcohol (2.00 mL, 20.9 mmol) was heated at 90° C. for 2 h. After cooling, 1-methylpiperazine (202 uL, 1.82 mmol) was added. The mixture was heated at 120° C. overnight. After cooling, the volatiles were removed under reduced pressure. The residue was purified by flash chromatography on ... Starting materials: BrC1=C(C(=O)O)C(=CC=C1)[N+](=O)[O-] (2-bromo-6-nitrobenzoic acid), BrC1=C(C(=CC=C1)[N+](=O)[O-])C (2-bromo-6-nitrotoluene), [Cl-].[NH4+] (ammonium chloride), BrC1=C(C(=O)O)C(=CC=C1)[N+](=O)[O-] (2-bromo-6-nitrobenzoic acid). The reagents and catalysts are [Fe] (iron). Solvent: CO (methanol). Product: NC1=C(C(=O)O)C(=CC=C1)Br (2-amino-6-bromobenzoic acid). As a reaction SMILES: [Br:1][C:2]1[CH:10]=[CH:9][CH:8]=[C:7]([N+:11]([O-])=O)[C:3]=1[C:4]([OH:6])=[O:5].[Cl-].[NH4+].BrC1C=CC=C([N+]([O-])=O)C=1C>[Fe].CO>[NH2:11][C:7]1[CH:8]=[CH:9][CH:10]=[C:2]([Br:1])[C:3]=1[C:4]([OH:6])=[O:5] |f:1.2|. Procedure: The target compound was obtained by reducing 2-bromo-6-nitrobenzoic acid with iron in a mixed solvent of methanol and ammonium chloride aqueous solution. 2-bromo-6-nitrobenzoic acid was manufactured by the method described in the literature (J. Chem. Soc. Perkin Trans. 1, 1991, p. 1565) using 2-bromo-6-nitrotoluene as starting material. Starting materials: COCCCOC1=C(C=CC(=C1)CCC(=O)OCC)C1=CC=C(C=C1)CN1CCN(CC1)C (ethyl 3-{2-(3-methoxypropoxy)-4′-[(4-methylpiperazin-1-yl)methyl]biphenyl-4-yl}propanoate), [Na] (Sodium), [Na] (sodium), Cl.C(CCC)NC(=N)N (1-butylguanidine hydrochloride), ClCCl.[Cl-].[Na+].O (dichloromethane brine). Solvent: CN(C)C=O (DMF), C(C)O (ethanol). Run at time 1 hour. Yields the product Cl.C(CCC)NC(NC(CCC1=CC(=C(C=C1)C1=CC=C(C=C1)CN1CCN(CC1)C)OCCCOC)=O)=N (N-[(Butylamino)(imino)methyl]-3-{2-(3-methoxypropoxy)-4′-[(4-methylpiperazin-1-yl)methyl]biphenyl-4-yl}propanamide hydrochloride). Isolated yield 53.0%. Reaction SMILES: [Na].Cl.[CH2:3]([NH:7][C:8]([NH2:10])=[NH:9])[CH2:4][CH2:5][CH3:6].[CH3:11][O:12][CH2:13][CH2:14][CH2:15][O:16][C:17]1[CH:22]=[C:21]([CH2:23][CH2:24][C:25](OCC)=[O:26])[CH:20]=[CH:19][C:18]=1[C:30]1[CH:35]=[CH:34][C:33]([CH2:36][N:37]2[CH2:42][CH2:41][N:40]([CH3:43])[CH2:39][CH2:38]2)=[CH:32][CH:31]=1.[Cl:44]CCl.[Cl-].[Na+].O>C(O)C.CN(C=O)C>[ClH:44].[CH2:3]([NH:7][C:8](=[NH:10])[NH:9][C:25](=[O:26])[CH2:24][CH2:23][C:21]1[CH:20]=[CH:19][C:18]([C:30]2[CH:31]=[CH:32][C:33]([CH2:36][N:37]3[CH2:38][CH2:39][N:40]([CH3:43])[CH2:41][CH2:42]3)=[CH:34][CH:35]=2)=[C:17]([O:16][CH2:15][CH2:14][CH2:13][O:12][CH3:11])[CH:22]=1)[CH2:4][CH2:5][CH3:6] |f:1.2,4.5.6.7,10.11,^1:0|. Procedure details: Sodium (0.31 g, 13.5 mmol) was dissolved in ethanol (7 mL) at room temperature. Once all the sodium was dissolved, 1-butylguanidine hydrochloride (2.05 g, 13.5 mmol) was added and the mixture was stirred for 1 h. A white precipitate formed and was filtered off. The filtrate was evaporated under reduced pressure and a solution of ethyl 3-{2-(3-methoxypropoxy)-4′-[(4-methylpiperazin-1-yl)methyl]biphenyl-4-yl}propanoate (0.98 g, 2.2 mmol) and DMF (7 mL) was added at room temperature. After completi... Reaction SMILES: C([O:3][C:4]([C:6]1[C:7]([NH:26][CH3:27])=[N:8][C:9]2[C:14]([C:15]=1[CH2:16][C:17]1[CH:22]=[CH:21][CH:20]=[CH:19][C:18]=1[Cl:23])=[CH:13][C:12]([Cl:24])=[CH:11][C:10]=2[F:25])=[O:5])C.[OH-].[Na+]>C(O)C>[Cl:24][C:12]1[CH:13]=[C:14]2[C:9](=[C:10]([F:25])[CH:11]=1)[N:8]=[C:7]([NH:26][CH3:27])[C:6]([C:4]([OH:5])=[O:3])=[C:15]2[CH2:16][C:17]1[CH:22]=[CH:21][CH:20]=[CH:19][C:18]=1[Cl:23] |f:1.2|. Procedure: The title compound was prepared in analogy to example 12 step B from a mixture of 6-chloro-4-(2-chloro-benzyl)-8-fluoro-2-methylamino-quinoline-3-carboxylic acid ethyl ester and 1N NaOH in ethanol. Light yellow solid. MS (ESI): 379 (M+H)+. The solvent is C(C)O (ethanol). Product: ClC=1C=C2C(=C(C(=NC2=C(C1)F)NC)C(=O)O)CC1=C(C=CC=C1)Cl (6-Chloro-4-(2-chloro-benzyl)-8-fluoro-2-methylamino-quinoline-3-carboxylic acid). The reactants are C(C)OC(=O)C=1C(=NC2=C(C=C(C=C2C1CC1=C(C=CC=C1)Cl)Cl)F)NC (6-chloro-4-(2-chloro-benzyl)-8-fluoro-2-methylamino-quinoline-3-carboxylic acid ethyl ester), [OH-].[Na+] (NaOH). Starting materials: [Cl-].C(C)OC[N+]1(CCCC1)C (N-ethoxymethyl-N-methylpyrrolidinium chloride), F[As-](F)(F)(F)(F)F.[Li+] (lithium hexafluoroarsenate), C(Cl)(Cl)Cl (chloroform). Solvent: O (water). The product is F[As-](F)(F)(F)(F)F.C(C)OC[N+]1(CCCC1)C (N-ethoxymethyl-N-methylpyrrolidinium hexafluoroarsenate). The yield is 48.1%. As a reaction SMILES: [Cl-].[CH2:2]([O:4][CH2:5][N+:6]1([CH3:11])[CH2:10][CH2:9][CH2:8][CH2:7]1)[CH3:3].[F:12][As-:13]([F:18])([F:17])([F:16])([F:15])[F:14].[Li+].C(Cl)(Cl)Cl>O>[F:12][As-:13]([F:18])([F:17])([F:16])([F:15])[F:14].[CH2:2]([O:4][CH2:5][N+:6]1([CH3:11])[CH2:10][CH2:9][CH2:8][CH2:7]1)[CH3:3] |f:0.1,2.3,6.7|. Procedure: In 40.0 g of water was dissolved 13.12 g of N-ethoxymethyl-N-methylpyrrolidinium chloride and thereto was added 14.30 g of lithium hexafluoroarsenate (reagent, Wako Pure Chemical Ind. Ltd.). The mixture was reacted at room temperature for 1 hour, and 30.00 g of chloroform was added to the mixture for extraction. The extract was washed with 15.0 g ml of water 15 times, and thereafter dried, giving 11.70 g of the desired product in the form of a white solid. The product was checked for 1H-NMR as i... Starting materials: CC(C)O, Clc1cnccn1, NCCc1c[nH]cn1. The product is c1cnc(NCCc2c[nH]cn2)cn1. Reaction SMILES: [CH3:16][CH:17]([OH:18])[CH3:19].[Cl:9][c:10]1[n:11][cH:12][cH:13][n:14][cH:15]1.[NH2:1][CH2:2][CH2:3][c:4]1[cH:5][nH:6][cH:7][n:8]1>>[NH:1]([CH2:2][CH2:3][c:4]1[cH:5][nH:6][cH:7][n:8]1)[c:10]1[n:11][cH:12][cH:13][n:14][cH:15]1. Starting materials: C(C1=CC=CC=C1)OC1=C(C=O)C=CC(=C1)N(CCCCO)CCCC (2-benzyloxy-4-[butyl(4-hydroxybutyl)amino]benzaldehyde), N1C=NC=C1 (imidazole), O (water), C(C)(C)(C)[Si](C1=CC=CC=C1)(C1=CC=CC=C1)Cl (tert-butylchlorodiphenylsilane). Run in CN(C=O)C (N,N-dimethylformamide), C(C)(=O)OCC (ethyl acetate). Yields the product C(C1=CC=CC=C1)OC1=C(C=O)C=CC(=C1)N(CCCCO[Si](C1=CC=CC=C1)(C1=CC=CC=C1)C(C)(C)C)CCCC (2-benzyloxy-4-[butyl[4-(tert-butyldiphenylsiloxy) butyl]amino]benzaldehyde). The yield is 76.5%. Reaction SMILES: [CH2:1]([O:8][C:9]1[CH:16]=[C:15]([N:17]([CH2:23][CH2:24][CH2:25][CH3:26])[CH2:18][CH2:19][CH2:20][CH2:21][OH:22])[CH:14]=[CH:13][C:10]=1[CH:11]=[O:12])[C:2]1[CH:7]=[CH:6][CH:5]=[CH:4][CH:3]=1.N1C=CN=C1.[C:32]([Si:36](Cl)([C:43]1[CH:48]=[CH:47][CH:46]=[CH:45][CH:44]=1)[C:37]1[CH:42]=[CH:41][CH:40]=[CH:39][CH:38]=1)([CH3:35])([CH3:34])[CH3:33].O>CN(C)C=O.C(OCC)(=O)C>[CH2:1]([O:8][C:9]1[CH:16]=[C:15]([N:17]([CH2:23][CH2:24][CH2:25][CH3:26])[CH2:18][CH2:19][CH2:20][CH2:21][O:22][Si:36]([C:32]([CH3:35])([CH3:34])[CH3:33])([C:43]2[CH:44]=[CH:45][CH:46]=[CH:47][CH:48]=2)[C:37]2[CH:42]=[CH:41][CH:40]=[CH:39][CH:38]=2)[CH:14]=[CH:13][C:10]=1[CH:11]=[O:12])[C:2]1[CH:3]=[CH:4][CH:5]=[CH:6][CH:7]=1. Reported procedure: In 20 ml of N,N-dimethylformamide were dissolved 1.63 g (4.59 mmol) of 2-benzyloxy-4-[butyl(4-hydroxybutyl)amino]benzaldehyde and 1.2 g (17.63 mmol) of imidazole. To this mixture, 1.27 g (4.62 mmol) of tert-butylchlorodiphenylsilane was added dropwise with stirring at room temperature. The mixture was stirred for 2 hours. After the reaction mixture was poured into water, extraction with ethyl acetate, washing with a saturated saline solution, and drying over anhydrous sodium sulfate were perform... Starting materials: CC1(C2=C(C(=CC=C2)P(C3=CC=CC=C3)C4=CC=CC=C4)OC5=C(C=CC=C51)P(C6=CC=CC=C6)C7=CC=CC=C7)C (xantphos), CN1N=CC(=C1C(NC)=O)NC(=O)C1=NC(=NC=C1Br)C(C)C (5-bromo-2-isopropyl-pyrimidine-4-carboxylic acid (1-methyl-5-methylcarbamoyl-1H-pyrazol-4-yl)-amide), NC=1C=NC=CC1 (3-aminopyridine), [O-]P(=O)([O-])[O-].[K+].[K+].[K+] (potassium phosphate tribasic). Reagents/catalysts: C1=CC=C(C=C1)/C=C/C(=O)/C=C/C2=CC=CC=C2.C1=CC=C(C=C1)/C=C/C(=O)/C=C/C2=CC=CC=C2.C1=CC=C(C=C1)/C=C/C(=O)/C=C/C2=CC=CC=C2.C(Cl)(Cl)Cl.[Pd].[Pd] (tris(dibenzylideneacetone)dipalladium(0)-chloroform adduct). Solvent: C1(=CC=CC=C1)C (toluene). Reaction conditions: temperature 120 celsius, time 16 hour. Yields the product CN1N=CC(=C1C(NC)=O)NC(=O)C1=NC(=NC=C1NC=1C=NC=CC1)C(C)C (2-Isopropyl-5-(pyridin-3-ylamino)-pyrimidine-4-carboxylic acid (1-methyl-5-methylcarbamoyl-1H-pyrazol-4-yl)-amide). As a reaction SMILES: [CH3:1][N:2]1[C:6]([C:7](=[O:10])[NH:8][CH3:9])=[C:5]([NH:11][C:12]([C:14]2[C:19](Br)=[CH:18][N:17]=[C:16]([CH:21]([CH3:23])[CH3:22])[N:15]=2)=[O:13])[CH:4]=[N:3]1.[NH2:24][C:25]1[CH:26]=[N:27][CH:28]=[CH:29][CH:30]=1.[O-]P([O-])([O-])=O.[K+].[K+].[K+].CC1(C)C2C(=C(P(C3C=CC=CC=3)C3C=CC=CC=3)C=CC=2)OC2C(P(C3C=CC=CC=3)C3C=CC=CC=3)=CC=CC1=2>C1(C)C=CC=CC=1.C1C=CC(/C=C/C(/C=C/C2C=CC=CC=2)=O)=CC=1.C1C=CC(/C=C/C(/C=C/C2C=CC=CC=2)=O)=CC=1.C1C=CC(/C=C/C(/C=C/C2C=CC=CC=2)=O)=CC=1.C(Cl)(Cl)Cl.[Pd].[Pd]>[CH3:1][N:2]1[C:6]([C:7](=[O:10])[NH:8][CH3:9])=[C:5]([NH:11][C:12]([C:14]2[C:19]([NH:24][C:25]3[CH:26]=[N:27][CH:28]=[CH:29][CH:30]=3)=[CH:18][N:17]=[C:16]([CH:21]([CH3:23])[CH3:22])[N:15]=2)=[O:13])[CH:4]=[N:3]1 |f:2.3.4.5,8.9.10.11.12.13|. Procedure details: A mixture of 5-bromo-2-isopropyl-pyrimidine-4-carboxylic acid (1-methyl-5-methylcarbamoyl-1H-pyrazol-4-yl)-amide (40 mg, 105 μmol), 3-aminopyridine (15 mg, 157 μmol) and potassium phosphate tribasic (31 mg, 147 μmol) in toluene (1 ml) was treated with tris(dibenzylideneacetone)dipalladium(0)-chloroform adduct (10.9 mg, 10.5 μmol) and xantphos (20 mg, 34.6 μmol) were added and the reaction mixture was stirred at 120° C. for 16 h. The reaction was cooled to r.t., filtrated and the product was obta...